Task: describe an organic reaction: reactants, conditions, products, and yield. Dataset: the Open Reaction Database (ORD), a public repository of structured organic reaction records Starting materials: [Ag+], CCOC(C)=O, O=C([O-])O, CCCCCC, CC(C)=O, CC12C=CC(C)(O1)C(Cl)(Cl)C(Cl)=C2Cl, O=[N+]([O-])[O-], [Na+], O, O=[N+]([O-])O. The product is CC12C=CC(C)(O1)C(Cl)=C(Cl)C2=O. As a reaction SMILES: [Ag+:45].[C:15]([O:16][CH2:18][CH3:19])(=[O:17])[CH3:20].[C:27](=[O:28])([O-:29])[OH:30].[CH3:21][CH2:22][CH2:23][CH2:24][CH2:25][CH3:26].[CH3:37][C:38]([CH3:39])=[O:40].[Cl:1][C:2]1=[C:8]([Cl:9])[C:7]([Cl:10])([Cl:11])[C:6]2([CH3:13])[CH:5]=[CH:4][C:3]1([CH3:14])[O:12]2.[N+:41]([O-:42])([O-:43])=[O:44].[Na+:31].[OH2:36].[OH:32][N+:33](=[O:34])[O-:35]>>[Cl:1][C:2]1=[C:8]([Cl:9])[C:7](=[O:17])[C:6]2([CH3:13])[CH:5]=[CH:4][C:3]1([CH3:14])[O:12]2.